Dataset: the Open Reaction Database (ORD), a public repository of structured organic reaction records. Task: describe an organic reaction: reactants, conditions, products, and yield Reactants: O1C[C@@H](OC2=NC=CC=C21)C2=CC=C(CN1CCC(CC1)C(=O)O)C=C2 (1-[(S)-4-(2,3-Dihydro-[1,4]dioxino[2,3-b]pyridin-3-yl)-benzyl]-piperidine-4-carboxylic acid), N1CC(C1)O (azetidin-3-ol). Product: O1C[C@@H](OC2=NC=CC=C21)C2=CC=C(CN1CCC(CC1)C(=O)N1CC(C1)O)C=C2 ({1-[(S)-4-(2,3-Dihydro-[1,4]dioxino[2,3-b]pyridin-3-yl)-benzyl]-piperidin-4-yl}-(3-hydroxy-azetidin-1-yl)-methanone). RXN SMILES: [O:1]1[C:10]2[C:5](=[N:6][CH:7]=[CH:8][CH:9]=2)[O:4][C@@H:3]([C:11]2[CH:26]=[CH:25][C:14]([CH2:15][N:16]3[CH2:21][CH2:20][CH:19]([C:22](O)=[O:23])[CH2:18][CH2:17]3)=[CH:13][CH:12]=2)[CH2:2]1.[NH:27]1[CH2:30][CH:29]([OH:31])[CH2:28]1>>[O:1]1[C:10]2[C:5](=[N:6][CH:7]=[CH:8][CH:9]=2)[O:4][C@@H:3]([C:11]2[CH:12]=[CH:13][C:14]([CH2:15][N:16]3[CH2:21][CH2:20][CH:19]([C:22]([N:27]4[CH2:30][CH:29]([OH:31])[CH2:28]4)=[O:23])[CH2:18][CH2:17]3)=[CH:25][CH:26]=2)[CH2:2]1. Procedure: Compound 286 is synthesized from Intermediate K and azetidin-3-ol according to the procedure used to synthesize Example 255. (LC/MS method 16: ES+ m/z 410.4 [M+H]+, Rt=0.35 min) The reactants are CC(C)OC(=O)C1C(C)CC(O)(c2nccs2)CC1C, CCOC(C)=O, [Na+], [Na+], O=C1CCC(=O)N1Br, CN(C)C=O, O, O=S([O-])[O-]. Yields the product CC(C)OC(=O)C1C(C)CC(O)(c2ncc(Br)s2)CC1C. As a reaction SMILES: [CH3:1][CH:2]([CH3:3])[O:4][C:5](=[O:6])[CH:7]1[CH:8]([CH3:20])[CH2:9][C:10]([c:14]2[s:15][cH:16][cH:17][n:18]2)([OH:19])[CH2:11][CH:12]1[CH3:13].[CH3:35][CH2:36][O:37][C:38]([CH3:39])=[O:40].[Na+:33].[Na+:34].[O:21]=[C:22]1[N:23]([Br:28])[C:24](=[O:25])[CH2:26][CH2:27]1.[O:41]=[CH:42][N:43]([CH3:44])[CH3:45].[OH2:46].[S:29]([O-:30])([O-:31])=[O:32]>>[CH3:1][CH:2]([CH3:3])[O:4][C:5](=[O:6])[CH:7]1[CH:8]([CH3:20])[CH2:9][C:10]([c:14]2[s:15][c:16]([Br:28])[cH:17][n:18]2)([OH:19])[CH2:11][CH:12]1[CH3:13].